Task: describe an organic reaction: reactants, conditions, products, and yield. Dataset: the Open Reaction Database (ORD), a public repository of structured organic reaction records The reactants are C(C)(C)(C)OC(=O)N1C[C@@H]([C@H](CC1)C1=CC=C(C=C1)OCCCOCC1=C(C=CC=C1)OC)OCC1=CC=C2CCCN(C2=C1)CCCOS(=O)(=O)C ((3R,4R)-3-[1-(3-methanesulfonyloxy-propyl)-1,2,3,4-tetrahydro-quinolin-7-ylmethoxy]-4-[4-[3-(2-methoxy-benzyloxy)-propoxy]-phenyl]-piperidine-1-carboxylic acid tert-butyl ester), [N-]=[N+]=[N-].[Na+] (sodium azide), ice water. The solvent is CN(C=O)C (N,N-dimethylformamide). Reaction conditions: temperature 50 celsius, time 45 minute. Product: C(C)(C)(C)OC(=O)N1C[C@@H]([C@H](CC1)C1=CC=C(C=C1)OCCCOCC1=C(C=CC=C1)OC)OCC1=CC=C2CCCN(C2=C1)CCCN=[N+]=[N-] ((3R,4R)-3-[1-(3-azido-propyl)-1,2,3,4-tetrahydro-quinolin-7-ylmethoxy]-4-[4-[3-(2-methoxy-benzyloxy)-propoxy]-phenyl]-piperidine-1-carboxylic acid tert-butyl ester). The yield is 86.8%. RXN SMILES: [C:1]([O:5][C:6]([N:8]1[CH2:13][CH2:12][C@H:11]([C:14]2[CH:19]=[CH:18][C:17]([O:20][CH2:21][CH2:22][CH2:23][O:24][CH2:25][C:26]3[CH:31]=[CH:30][CH:29]=[CH:28][C:27]=3[O:32][CH3:33])=[CH:16][CH:15]=2)[C@@H:10]([O:34][CH2:35][C:36]2[CH:45]=[C:44]3[C:39]([CH2:40][CH2:41][CH2:42][N:43]3[CH2:46][CH2:47][CH2:48]OS(C)(=O)=O)=[CH:38][CH:37]=2)[CH2:9]1)=[O:7])([CH3:4])([CH3:3])[CH3:2].[N-:54]=[N+:55]=[N-:56].[Na+]>CN(C)C=O>[C:1]([O:5][C:6]([N:8]1[CH2:13][CH2:12][C@H:11]([C:14]2[CH:15]=[CH:16][C:17]([O:20][CH2:21][CH2:22][CH2:23][O:24][CH2:25][C:26]3[CH:31]=[CH:30][CH:29]=[CH:28][C:27]=3[O:32][CH3:33])=[CH:18][CH:19]=2)[C@@H:10]([O:34][CH2:35][C:36]2[CH:45]=[C:44]3[C:39]([CH2:40][CH2:41][CH2:42][N:43]3[CH2:46][CH2:47][CH2:48][N:54]=[N+:55]=[N-:56])=[CH:38][CH:37]=2)[CH2:9]1)=[O:7])([CH3:4])([CH3:3])[CH3:2] |f:1.2|. Procedure: A solution of 0.200 g (0.266 mmol) of crude (3R,4R)-3-[1-(3-methanesulfonyloxy-propyl)-1,2,3,4-tetrahydro-quinolin-7-ylmethoxy]-4-[4-[3-(2-methoxy-benzyloxy)-propoxy]-phenyl]-piperidine-1-carboxylic acid tert-butyl ester in 1.8 ml of absolute N,N-dimethylformamide was treated with 0.025 g (0.398 mmol, 1.5 equiv.) of anhydrous sodium azide, and stirred for 45 min. at 50° C. The reaction mixture was then poured into 50 ml of an ice/water mixture and extracted three times with 50 ml of ethyl acetat...